From a dataset of the Open Reaction Database (ORD), a public repository of structured organic reaction records. describe an organic reaction: reactants, conditions, products, and yield The reactants are CC(NC(C)(C)C)C(=O)N1CCCC1C(=O)O, CC(C)(C)N1CCCC1C(=O)O, O=C(NC(SC(=O)c1ccccc1)C(=O)O)c1ccccc1, CC(NC(=O)OCc1ccccc1)C(=O)O, CC#N, C(=NC1CCCCC1)=NC1CCCCC1, C1CCOC1. Product: CC(C(=O)N1CCCC1C(=O)O)N(C(=O)C(NC(=O)c1ccccc1)SC(=O)c1ccccc1)C(C)(C)C. RXN SMILES: [C:1]([CH3:2])([CH3:3])([CH3:4])[NH:5][CH:6]([CH3:7])[C:8](=[O:9])[N:10]1[CH:11]([C:12](=[O:13])[OH:14])[CH2:15][CH2:16][CH2:17]1.[C:34]([N:35]1[CH2:36][CH2:37][CH2:38][CH:39]1[C:40]([OH:41])=[O:42])([CH3:43])([CH3:44])[CH3:45].[C:61]([c:62]1[cH:63][cH:64][cH:65][cH:66][cH:67]1)(=[O:68])[NH:69][CH:70]([C:71](=[O:72])[OH:73])[S:74][C:75]([c:76]1[cH:77][cH:78][cH:79][cH:80][cH:81]1)=[O:82].[CH2:18]([O:19][C:20]([NH:21][CH:22]([C:23]([OH:24])=[O:25])[CH3:26])=[O:27])[c:28]1[cH:29][cH:30][cH:31][cH:32][cH:33]1.[CH3:83][C:84]#[N:85].[CH:46]1([N:47]=[C:48]=[N:49][CH:50]2[CH2:51][CH2:52][CH2:53][CH2:54][CH2:55]2)[CH2:56][CH2:57][CH2:58][CH2:59][CH2:60]1.[O:86]1[CH2:87][CH2:88][CH2:89][CH2:90]1>>[C:1]([CH3:2])([CH3:3])([CH3:4])[N:5]([CH:6]([CH3:7])[C:8](=[O:9])[N:10]1[CH:11]([C:12](=[O:13])[OH:14])[CH2:15][CH2:16][CH2:17]1)[C:71]([CH:70]([NH:69][C:61]([c:62]1[cH:63][cH:64][cH:65][cH:66][cH:67]1)=[O:68])[S:74][C:75]([c:76]1[cH:77][cH:78][cH:79][cH:80][cH:81]1)=[O:82])=[O:72]. Starting materials: COc1ccc(P2(=S)SP(=S)(c3ccc(OC)cc3)S2)cc1, COc1cc2c(cc1C)C(c1ccccc1Cl)=NCC(=O)N2. The product is COc1cc2c(cc1C)C(c1ccccc1Cl)=NCC(=S)N2. As a reaction SMILES: [CH3:23][O:24][c:25]1[cH:26][cH:27][c:28]([P:29]2(=[S:32])[S:30][P:31]([c:33]3[cH:34][cH:35][c:36]([O:37][CH3:38])[cH:39][cH:40]3)(=[S:41])[S:42]2)[cH:43][cH:44]1.[Cl:1][c:2]1[c:3]([C:8]2=[N:9][CH2:10][C:11](=[O:22])[NH:12][c:13]3[c:14]2[cH:15][c:16]([CH3:21])[c:17]([O:19][CH3:20])[cH:18]3)[cH:4][cH:5][cH:6][cH:7]1>>[Cl:1][c:2]1[c:3]([C:8]2=[N:9][CH2:10][C:11](=[S:32])[NH:12][c:13]3[c:14]2[cH:15][c:16]([CH3:21])[c:17]([O:19][CH3:20])[cH:18]3)[cH:4][cH:5][cH:6][cH:7]1. Starting materials: OC(CC(=O)OC)CC(=O)OC (dimethyl 3-hydroxypentanedioate), Ag2O, IC (iodomethane). Run in CN(C)C=O (DMF). Run at time 8 hour. Product: COC(CC(=O)OC)CC(=O)OC (dimethyl 3-methoxypentanedioate). Isolated yield 82.3%. RXN SMILES: [OH:1][CH:2]([CH2:8][C:9]([O:11][CH3:12])=[O:10])[CH2:3][C:4]([O:6][CH3:7])=[O:5].I[CH3:14]>CN(C=O)C>[CH3:14][O:1][CH:2]([CH2:3][C:4]([O:6][CH3:7])=[O:5])[CH2:8][C:9]([O:11][CH3:12])=[O:10]. Procedure details: To a solution of dimethyl 3-hydroxypentanedioate (9 g, 51.1 mmol) in DMF (70 mL) was added Ag2O (35.5 g, 154.3 mmol) and iodomethane (48.2 g, 339.2 mmol) under ice-cooling. The mixture was stirred at room temperature overnight. The mixture was filtrated and the filtrate was washed with water. Ether was added and the organic layer was dried and concentrated to give the crude product, which was purified by column chromatography to give dimethyl 3-methoxypentanedioate (8 g, 82%). 1H-NMR (CDCl3): 2.... Reactants: C1(NCCC2=C1NC1=CC=CC=C21)C(=O)OCC (ethyl 2,3,4,9-tetrahydro-1H-pyrido[3,4-b]indole-1-carboxylate), [O-]C#N.[Na+] (sodium cyanate). Run in O (water), O (water). Reaction conditions: temperature 10 celsius, time 15 minute. Yields the product NC(=O)N1C(C=2NC3=CC=CC=C3C2CC1)C(=O)OCC (Ethyl 2-aminocarbonyl-2,3,4,9-tetrahydro-1H-pyrido[3,4-b]indole-1-carboxylate). Reaction SMILES: [CH:1]1([C:14]([O:16][CH2:17][CH3:18])=[O:15])[C:6]2[NH:7][C:8]3[C:13]([C:5]=2[CH2:4][CH2:3][NH:2]1)=[CH:12][CH:11]=[CH:10][CH:9]=3.[O-:19][C:20]#[N:21].[Na+]>O>[NH2:21][C:20]([N:2]1[CH2:3][CH2:4][C:5]2[C:13]3[C:8](=[CH:9][CH:10]=[CH:11][CH:12]=3)[NH:7][C:6]=2[CH:1]1[C:14]([O:16][CH2:17][CH3:18])=[O:15])=[O:19] |f:1.2|. Reported procedure: 56.2 g (0.2 mol) of ethyl 2,3,4,9-tetrahydro-1H-pyrido[3,4-b]indole-1-carboxylate are heated to about 60° C. in 1,000 ml of water. A solution of 15.2 g (0.234 mol) of pulverulent sodium cyanate in 200 ml of water is added all at once. The mixture is stirred for 15 minutes and then cooled to about 10° C. The aqueous reaction phase is decanted and the compound is washed with water and recrystallised from ethanol. Reactants: BrC1=CC2=C(C=C1CCl)OCO2 (6-bromo-3,4-methylenedioxybenzyl chloride), C(C)(C)(C)[Li] (t-butyllithium), COC=1C=C(C=C(C1OC)OC)C=C(C(=O)OCC)C(=O)OCC (diethyl (3,4,5-trimethoxyphenyl)methylenemalonate). The product is C(=O)(OCC)C1(C(C2=CC3=C(C=C2C1)OCO3)C3=CC(=C(C(=C3)OC)OC)OC)C(=O)OCC (2,2,-Dicarbethoxy-1-(3',4',5'-trimethoxy phenyl)-5,6-methylenedioxyindan). Yield: 80.4%. RXN SMILES: Br[C:2]1[C:7]([CH2:8]Cl)=[CH:6][C:5]2[O:10][CH2:11][O:12][C:4]=2[CH:3]=1.C([Li])(C)(C)C.[CH3:18][O:19][C:20]1[CH:21]=[C:22]([CH:30]=[C:31]([C:37]([O:39][CH2:40][CH3:41])=[O:38])[C:32]([O:34][CH2:35][CH3:36])=[O:33])[CH:23]=[C:24]([O:28][CH3:29])[C:25]=1[O:26][CH3:27]>>[C:37]([C:31]1([C:32]([O:34][CH2:35][CH3:36])=[O:33])[CH2:8][C:7]2[C:2](=[CH:3][C:4]3[O:12][CH2:11][O:10][C:5]=3[CH:6]=2)[CH:30]1[C:22]1[CH:21]=[C:20]([O:19][CH3:18])[C:25]([O:26][CH3:27])=[C:24]([O:28][CH3:29])[CH:23]=1)([O:39][CH2:40][CH3:41])=[O:38]. Procedure: 6-bromo-3,4-methylenedioxybenzyl chloride (364 mg, 1.45 mmol) is reacted as in Example 2 with t-butyllithium (0.98 ml, 1.5 mmol, 1.55 M in pentane) and diethyl (3,4,5-trimethoxyphenyl)methylenemalonate (490 mg, 1.45 mmol) to provide the title compound (551 mg, 81% yield). The reactants are O1CCOC12CCNCC2 (1,4-dioxa-8-azaspiro[4.5]decane), ClC1=NC=CC(=C1)F (2-chloro-4-fluoropyridine), C(C)(C)N(C(C)C)CC (N,N-diisopropylethylamine). Run in O1CCOCC1 (dioxane). Conditions: temperature 120 celsius. Yields the product ClC1=NC=CC(=C1)N1CCC2(OCCO2)CC1 (8-(2-Chloropyridin-4-yl)-1,4-dioxa-8-azaspiro[4.5]decane). Isolated yield 73.1%. RXN SMILES: [O:1]1[C:5]2([CH2:10][CH2:9][NH:8][CH2:7][CH2:6]2)[O:4][CH2:3][CH2:2]1.[Cl:11][C:12]1[CH:17]=[C:16](F)[CH:15]=[CH:14][N:13]=1.C(N(CC)C(C)C)(C)C>O1CCOCC1>[Cl:11][C:12]1[CH:17]=[C:16]([N:8]2[CH2:9][CH2:10][C:5]3([O:4][CH2:3][CH2:2][O:1]3)[CH2:6][CH2:7]2)[CH:15]=[CH:14][N:13]=1. Procedure details: To a solution of 1,4-dioxa-8-azaspiro[4.5]decane (895 μL, 6.98 mmol) and 2-chloro-4-fluoropyridine (1.01 g, 7.68 mmol) in dioxane (15 mL) was added N,N-diisopropylethylamine (1.83 mL, 10.5 mmol). Argon was bubbled through the reaction mixture for 5 minutes before it was heated to 120° C. in microwave for 3 hours. After evaporation, purification by chromatography (silica gel, 20 g, 30 to 10% ethyl acetate in heptane) afforded the title compound (1.3 g, 73%) as a yellow solid. The reactants are NC=1C=C(C=CC1)C#CC1=C2C(=NNC2=CC=C1)N (4-((3-aminophenyl)ethynyl)-1H-indazol-3-amine), NC=1C=C(C=CC1)C#CC1=C2C(=NNC2=CC=C1)N (4-((3-aminophenyl)ethynyl)-1H-indazol-3-amine), O1CCCC1 (tetrahydrofuran), O1CCCC1 (tetrahydrofuran), FC1=C(C=CC(=C1)C)N=C=O (2-fluoro-1-isocyanato-4-methylbenzene), O1CCCC1 (tetrahydrofuran). Reaction conditions: time 30 minute. The product is NC1=NNC2=CC=CC(=C12)C#CC=1C=C(C=CC1)NC(=O)NC1=C(C=CC(=C1)C)F (1-{3-[(3-amino-1H-indazol-4-yl)ethynyl]phenyl}-3-(2-fluoro-5-methylphenyl)urea). As a reaction SMILES: [NH2:1][C:2]1[CH:3]=[C:4]([C:8]#[C:9][C:10]2[CH:18]=[CH:17][CH:16]=[C:15]3[C:11]=2[C:12]([NH2:19])=[N:13][NH:14]3)[CH:5]=[CH:6][CH:7]=1.[F:20][C:21]1[CH:26]=[C:25](C)[CH:24]=[CH:23][C:22]=1[N:28]=[C:29]=[O:30].O1CCC[CH2:32]1>>[NH2:19][C:12]1[C:11]2[C:15](=[CH:16][CH:17]=[CH:18][C:10]=2[C:9]#[C:8][C:4]2[CH:3]=[C:2]([NH:1][C:29]([NH:28][C:22]3[CH:23]=[C:24]([CH3:32])[CH:25]=[CH:26][C:21]=3[F:20])=[O:30])[CH:7]=[CH:6][CH:5]=2)[NH:14][N:13]=1. Procedure: 4-((3-aminophenyl)ethynyl)-1H-indazol-3-amine (50 mg, 0.2 mmol) was taken in 2 ml of tetrahydrofuran, reaction was set under nitrogen atmosphere. 2-fluoro-1-isocyanato-4-methylbenzene was taken in 1 ml of tetrahydrofuran and added dropwise to the solution of 4-((3-aminophenyl)ethynyl)-1H-indazol-3-amine in tetrahydrofuran. The reaction was stirred at room temperature for 30 min, loaded onto silica and columned to give 1-{3-[(3-amino-1H-indazol-4-yl)ethynyl]phenyl}-3-(2-fluoro-5-methylphenyl)urea... Reactants: COCC1=C(C=CC(=C1)C(=O)OC)C1=C(C=CC=C1)C (Methyl 2-(methoxymethyl)-2′-methylbiphenyl-4-carboxylate), [OH-].[Na+] (NaOH), O (Water). Solvent: CCO (EtOH). Conditions: temperature 60 celsius. The product is COCC1=C(C=CC(=C1)C(=O)O)C1=C(C=CC=C1)C (2-(methoxymethyl)-2′-methylbiphenyl-4-carboxylic acid). The yield is 92.6%. Reaction SMILES: [CH3:1][O:2][CH2:3][C:4]1[CH:9]=[C:8]([C:10]([O:12]C)=[O:11])[CH:7]=[CH:6][C:5]=1[C:14]1[CH:19]=[CH:18][CH:17]=[CH:16][C:15]=1[CH3:20].[OH-].[Na+].O>CCO>[CH3:1][O:2][CH2:3][C:4]1[CH:9]=[C:8]([C:10]([OH:12])=[O:11])[CH:7]=[CH:6][C:5]=1[C:14]1[CH:19]=[CH:18][CH:17]=[CH:16][C:15]=1[CH3:20] |f:1.2|. Procedure: To a solution of methyl 2-(methoxymethyl)-2′-methylbiphenyl-4-carboxylate obtained in step 3 (40 g; 147.97 mmol) in EtOH (1200 mL) was added NaOH (88.78 mL; 5 M; 443.90 mmol) after which the mixture was heated at 60° C. for one hour. Reaction mixture was cooled to room temperature and concentrated under vacuum to give a yellow solid. Water was added and the aqueous phase was washed with EtOAc. The aqueous phase was then acidified with HCl (1 M) and extracted with EtOAc to give the title compound...